describe an organic reaction: reactants, conditions, products, and yield From a dataset of the Open Reaction Database (ORD), a public repository of structured organic reaction records. The reactants are O=C([O-])[O-], CS(C)=O, ClCc1ccccc1, [K+], [K+], O, O=Cc1cc(F)c(O)c(F)c1. The product is O=Cc1cc(F)c(OCc2ccccc2)c(F)c1. RXN SMILES: [C:12](=[O:13])([O-:14])[O-:15].[CH3:27][S:28]([CH3:29])=[O:30].[Cl:18][CH2:19][c:20]1[cH:21][cH:22][cH:23][cH:24][cH:25]1.[K+:16].[K+:17].[OH2:26].[OH:1][c:2]1[c:3]([F:11])[cH:4][c:5]([CH:6]=[O:7])[cH:8][c:9]1[F:10]>>[O:1]([c:2]1[c:3]([F:11])[cH:4][c:5]([CH:6]=[O:7])[cH:8][c:9]1[F:10])[CH2:19][c:20]1[cH:21][cH:22][cH:23][cH:24][cH:25]1. Starting materials: CCOC(C)=O, CC(C)=CC1C(C(=O)OC(F)(F)c2ccc(F)c(F)c2F)C1(C)C, O=[O+][O-]. The product is CC1(C)C(C=O)C1C(=O)OC(F)(F)c1ccc(F)c(F)c1F. Reaction SMILES: [CH3:28][CH2:29][O:30][C:31](=[O:32])[CH3:33].[CH3:4][C:5]1([CH3:27])[CH:6]([C:12](=[O:13])[O:14][C:15]([c:16]2[c:17]([F:24])[c:18]([F:23])[c:19]([F:22])[cH:20][cH:21]2)([F:25])[F:26])[CH:7]1[CH:8]=[C:9]([CH3:10])[CH3:11].[O-:1][O+:2]=[O:3]>>[O:1]=[CH:8][CH:7]1[C:5]([CH3:4])([CH3:27])[CH:6]1[C:12](=[O:13])[O:14][C:15]([c:16]1[c:17]([F:24])[c:18]([F:23])[c:19]([F:22])[cH:20][cH:21]1)([F:25])[F:26]. The reactants are COC=1C=C(C(=O)N2CC(CC2)(C2=CC(=C(C=C2)Cl)Cl)CCN2CCC(CC2)NC2=NC3=C(N2CC2=CC=C(C=C2)F)C=CC=C3)C=C(C1OC)OC ((3,4,5-trimethoxybenzoyl)-3-(2-(4-(1-(4-fluorobenzyl)-1H-benzimidazol-2-yl-amino)piperidin-1-yl)ethyl)-3-(3,4-dichlorophenyl)pyrrolidine), CS(=O)(=O)O (methanesulfonic acid). Solvent: C(C)(=O)OCC (ethyl acetate), C(C)(=O)OCC (ethyl acetate). Run at time 18 hour. Product: CS(=O)(=O)O.COC=1C=C(C(=O)N2CC(CC2)(C2=CC(=C(C=C2)Cl)Cl)CCN2CCC(CC2)NC2=NC3=C(N2CC2=CC=C(C=C2)F)C=CC=C3)C=C(C1OC)OC (1-(3,4,5-trimethoxybenzoyl)-3-(2-(4-(1-(4-fluorobenzyl)-1H-benzimidazol-2-yl-amino)piperidin-1-yl)ethyl)-3-(3,4-dichlorophenyl)pyrrolidine Methanesulfonic Acid Salt). As a reaction SMILES: [CH3:1][O:2][C:3]1[CH:4]=[C:5]([CH:47]=[C:48]([O:52][CH3:53])[C:49]=1[O:50][CH3:51])[C:6]([N:8]1[CH2:12][CH2:11][C:10]([CH2:21][CH2:22][N:23]2[CH2:28][CH2:27][CH:26]([NH:29][C:30]3[N:34]([CH2:35][C:36]4[CH:41]=[CH:40][C:39]([F:42])=[CH:38][CH:37]=4)[C:33]4[CH:43]=[CH:44][CH:45]=[CH:46][C:32]=4[N:31]=3)[CH2:25][CH2:24]2)([C:13]2[CH:18]=[CH:17][C:16]([Cl:19])=[C:15]([Cl:20])[CH:14]=2)[CH2:9]1)=[O:7].[CH3:54][S:55]([OH:58])(=[O:57])=[O:56]>C(OCC)(=O)C>[CH3:54][S:55]([OH:58])(=[O:57])=[O:56].[CH3:1][O:2][C:3]1[CH:4]=[C:5]([CH:47]=[C:48]([O:52][CH3:53])[C:49]=1[O:50][CH3:51])[C:6]([N:8]1[CH2:12][CH2:11][C:10]([CH2:21][CH2:22][N:23]2[CH2:24][CH2:25][CH:26]([NH:29][C:30]3[N:34]([CH2:35][C:36]4[CH:37]=[CH:38][C:39]([F:42])=[CH:40][CH:41]=4)[C:33]4[CH:43]=[CH:44][CH:45]=[CH:46][C:32]=4[N:31]=3)[CH2:27][CH2:28]2)([C:13]2[CH:18]=[CH:17][C:16]([Cl:19])=[C:15]([Cl:20])[CH:14]=2)[CH2:9]1)=[O:7] |f:3.4|. Procedure: Combine (3,4,5-trimethoxybenzoyl)-3-(2-(4-(1-(4-fluorobenzyl)-1H-benzimidazol-2-yl-amino)piperidin-1-yl)ethyl)-3-(3,4-dichlorophenyl)pyrrolidine (0.58 g, 0.76 mmol) and ethyl acetate (45 mL). Add dropwise, a solution of methanesulfonic acid (0.25 g, 2.7 mmol) in ethyl acetate (5 mL). After 18 hours, evaporate in vacuo to obtain a residue. Recrystallize the residue from isopropanol to give, after drying in vacuo at 82° C., the title compound: mp; 163-168° C. Starting materials: OS(=O)(=O)O (H2SO4), [N+](=O)(O)[O-] (HNO3), BrC1=CC=NS1 (5-bromoisothiazole). Run in ice water. Conditions: temperature 70 celsius, time 1.5 hour. Yields the product BrC1=C(C=NS1)[N+](=O)[O-] (5-bromo-4-nitroisothiazole). As a reaction SMILES: OS(O)(=O)=O.[N+:6]([O-:9])(O)=[O:7].[Br:10][C:11]1[S:15][N:14]=[CH:13][CH:12]=1>>[Br:10][C:11]1[S:15][N:14]=[CH:13][C:12]=1[N+:6]([O-:9])=[O:7]. Reported procedure: To a solution of concentrated H2SO4 (15 mL) and HNO3 (6 mL) at 0° C. was added 5-bromoisothiazole (O) (5.0 g, 29.4 mmol). The mixture was then stirred at 70° C. for 1.5 hours. After cooling to room temperature, it was poured into stirring ice water (120 mL). The mixture was then extracted with ethyl acetate twice (150 mL×2). The combined organic phases were dried over Na2SO4 and concentrated in vacuo at room temperature (25° C.). The residue was purified with flash column (eluent: 5-20% ethyl ac... The reactants are C([O-])([O-])=O.[K+].[K+] (potassium carbonate), O (water), C(C1=CC=CC=C1)C1=NC=CC(=C1)Cl (2-benzyl-4-chloropyridine), CN1CCNCC1 (N-methylpiperazine). Run in ClCCl (dichloromethane), C(C)OCC (diethyl ether). The product is C(C1=CC=CC=C1)C1=NC=CC(=C1)N1CCN(CC1)C (2-Benzyl-4-(4-methyl-1-piperazinyl)pyridine). RXN SMILES: [CH2:1]([C:8]1[CH:13]=[C:12](Cl)[CH:11]=[CH:10][N:9]=1)[C:2]1[CH:7]=[CH:6][CH:5]=[CH:4][CH:3]=1.[CH3:15][N:16]1[CH2:21][CH2:20][NH:19][CH2:18][CH2:17]1.C(=O)([O-])[O-].[K+].[K+].O>ClCCl.C(OCC)C>[CH2:1]([C:8]1[CH:13]=[C:12]([N:19]2[CH2:20][CH2:21][N:16]([CH3:15])[CH2:17][CH2:18]2)[CH:11]=[CH:10][N:9]=1)[C:2]1[CH:7]=[CH:6][CH:5]=[CH:4][CH:3]=1 |f:2.3.4|. Procedure details: A mixture of 2-benzyl-4-chloropyridine (0.480 q; see Example 1) and N-methylpiperazine (1.0 ml) is heated at 125° under an inert atmosphere for 17 hours. Upon cooling to room temperature, the mixture produces a crystalline mass. The crude solid is treated with saturated aqueous potassium carbonate (5 ml), water (2 ml), diethyl ether (5 ml) and dichloromethane (5 ml). The organic layer is separated, dried and concentrated to an oil. Excess N-methylpiperazine is removed by drying the oil at 45° un...